Dataset: the Open Reaction Database (ORD), a public repository of structured organic reaction records. Task: describe an organic reaction: reactants, conditions, products, and yield The reactants are solution A, solution B, C(C)(=O)S[C@H]1C[C@H](N(C1)C(=O)OCC=C)COCCO ((2S,4S)-4-acetylthio-1-allyloxycarbonyl-2-(2-hydroxyethyloxymethyl)pyrrolidine), solution, C[O-].[Na+] (sodium methoxide), solution B, C(C)(C)N(CC)C(C)C (N,N-diisopropyl-N-ethylamine), solution A, [N+](=[N-])=C(C(=O)OCC=C)C([C@H](C)[C@H]1NC([C@@H]1[C@@H](C)O[Si](C)(C)C(C)(C)C)=O)=O (allyl (4R)-2-diazo-4-[(2R,3S)-3-{(1R)-1-(t-butyldimethylsilyloxy)ethyl}-4-oxoazetidine-2-yl]-3-oxopentanoate). Reagents/catalysts: C(CCCCCCC)(=O)[O-].[Rh+2].C(CCCCCCC)(=O)[O-] (rhodium(II) octanoate), C(CCCCCCC)(=O)[O-].[Rh+2].C(CCCCCCC)(=O)[O-] (rhodium(II) octanoate). The solvent is C(C)(=O)OCC (Ethyl acetate), C(C)#N (acetonitrile), C(C)#N (acetonitrile), CO (methanol), C(C)(=O)OCC (ethyl acetate). Conditions: time 20 minute. Product: C(C=C)OC(=O)N1[C@@H](C[C@@H](C1)SC1=C(N2C([C@@H]([C@H]2[C@H]1C)[C@@H](C)O[Si](C)(C)C(C)(C)C)=O)C(=O)OCC=C)COCCO (allyl (4R,5S,6S)-3-[(2S,4S)-1-allyloxycarbonyl-2-(2-hydroxyethyloxymethyl)pyrrolidin-4-yl]thio-6-[(1R)-1-(t-butyldimethylsilyloxy)ethyl]-4-methyl- 7-oxo-1-azabicyclo[3.2.0]hept-2-ene-2-carboxylate). Isolated yield 42.7%. RXN SMILES: [N+](=[C:3]([C:10](=O)[C@@H:11]([C@@H:13]1[C@@H:16]([C@H:17]([O:19][Si:20]([C:23]([CH3:26])([CH3:25])[CH3:24])([CH3:22])[CH3:21])[CH3:18])[C:15](=[O:27])[NH:14]1)[CH3:12])[C:4]([O:6][CH2:7][CH:8]=[CH2:9])=[O:5])=[N-].C(N(C(C)C)CC)(C)C.C([S:41][C@@H:42]1[CH2:46][N:45]([C:47]([O:49][CH2:50][CH:51]=[CH2:52])=[O:48])[C@H:44]([CH2:53][O:54][CH2:55][CH2:56][OH:57])[CH2:43]1)(=O)C.C[O-].[Na+]>C(OCC)(=O)C.C(#N)C.CO.C([O-])(=O)CCCCCCC.[Rh+2].C([O-])(=O)CCCCCCC>[CH2:50]([O:49][C:47]([N:45]1[CH2:46][C@@H:42]([S:41][C:10]2[C@H:11]([CH3:12])[C@H:13]3[N:14]([C:15](=[O:27])[C@@H:16]3[C@H:17]([O:19][Si:20]([C:23]([CH3:26])([CH3:24])[CH3:25])([CH3:22])[CH3:21])[CH3:18])[C:3]=2[C:4]([O:6][CH2:7][CH:8]=[CH2:9])=[O:5])[CH2:43][C@H:44]1[CH2:53][O:54][CH2:55][CH2:56][OH:57])=[O:48])[CH:51]=[CH2:52] |f:3.4,8.9.10|. Procedure: To a solution of allyl (4R)-2-diazo-4-[(2R,3S)-3-{(1R)-1-(t-butyldimethylsilyloxy)ethyl}-4-oxoazetidine-2-yl]-3-oxopentanoate (13.5 g) in ethyl acetate (65 ml) was added rhodium(II) octanoate (50 mg) under refluxing in a stream of nitrogen. After 20 minutes, rhodium(II) octanoate (50 mg) was added to the mixture at the same condition. The mixture was refluxed for 30 minutes and concentrated under reduced pressure to give a syrup. The syrup was dissolved in acetonitrile (65 ml) and cooled at 0°-5... The reactants are CN1C=C(C(C2=CC=C(C=C12)C(F)(F)F)=O)CSC (1-methyl-3-methylthiomethyl-7-trifluoromethyl-4-quinolone), ClC1=CC(=CC=C1)C(=O)OO (3-chloroperbenzoic acid). The solvent is ClCCl (dichloromethane), ClCCl (dichloromethane). The product is CN1C=C(C(C2=CC=C(C=C12)C(F)(F)F)=O)CS(=O)C (1-methyl-3-methylsulphinylmethyl-7-trifluoromethyl-4-quinolone). As a reaction SMILES: [CH3:1][N:2]1[C:11]2[C:6](=[CH:7][CH:8]=[C:9]([C:12]([F:15])([F:14])[F:13])[CH:10]=2)[C:5](=[O:16])[C:4]([CH2:17][S:18][CH3:19])=[CH:3]1.ClC1C=CC=C(C(OO)=[O:28])C=1>ClCCl>[CH3:1][N:2]1[C:11]2[C:6](=[CH:7][CH:8]=[C:9]([C:12]([F:14])([F:15])[F:13])[CH:10]=2)[C:5](=[O:16])[C:4]([CH2:17][S:18]([CH3:19])=[O:28])=[CH:3]1. Procedure: To a stirred solution of 1-methyl-3-methylthiomethyl-7-trifluoromethyl-4-quinolone (6.5 g.) in dichloromethane (150 ml.) at -10° was added a solution of 3-chloroperbenzoic acid (85%, 4.2 g.) in dichloromethane (90 ml.) during 30 minutes. The solution was extracted with saturated aqueous sodium bicarbonate until free of per-acid. The organic phase was dried over anhydrous magnesium sulphate and evaporated to give a solid product. This was crystallised from ethyl acetate:dichloromethane to give th... Reactants: C(C1=CC=CC=C1)OC(=O)N1[C@@H](CC1)C1=NN=NN1CCCC=1C=NC=CC1 ((2S)-1-(Benzyloxycarbonyl)-2-(1-[3-(3-pyridyl)-1-propyl]-1H-tetrazol-5-yl)azetidine), Example 17. The reagents and catalysts are [Pd] (Pd/C). Solvent: C(C)O (ethanol). Run at time 26 hour. The product is N1=CC(=CC=C1)CCCN1N=NN=C1[C@H]1NCC1 ((2S)-2-(1-[3-(3-Pyridyl)-1-propyl]-1H-tetrazol-5-yl)azetidine). As a reaction SMILES: C(OC([N:11]1[CH2:14][CH2:13][C@H:12]1[C:15]1[N:19]([CH2:20][CH2:21][CH2:22][C:23]2[CH:24]=[N:25][CH:26]=[CH:27][CH:28]=2)[N:18]=[N:17][N:16]=1)=O)C1C=CC=CC=1>C(O)C.[Pd]>[N:25]1[CH:26]=[CH:27][CH:28]=[C:23]([CH2:22][CH2:21][CH2:20][N:19]2[C:15]([C@@H:12]3[CH2:13][CH2:14][NH:11]3)=[N:16][N:17]=[N:18]2)[CH:24]=1. Procedure: (2S)-1-(Benzyloxycarbonyl)-2-(1-[3-(3-pyridyl)-1-propyl]-1H-tetrazol-5-yl)azetidine from Reference Example 17 (125.3 mg, 0.331 mmol, 1.0 eq) was dissolved in ethanol (20 mL) and 10% Pd/C (49.9 mg, 0.047 mmol, 0.14 eq) was carefully added. The mixture was flushed with vacuum and nitrogen three times and stirred under a hydrogen atmosphere at about room temperature for about 26 hours. After removing the solid matter by filtration, the solvent was removed under vacuum to give 80.8 mg (quantitative ... Reactants: CNCc1cccc(Br)c1, CC(=O)Cl, CN(C)c1ccncc1, CCN(C(C)C)C(C)C, CN(C)C=O. Yields the product CC(=O)N(C)Cc1cccc(Br)c1. RXN SMILES: [Br:1][c:2]1[cH:3][c:4]([CH2:5][NH:6][CH3:7])[cH:8][cH:9][cH:10]1.[CH3:20][C:21]([Cl:22])=[O:23].[CH3:24][N:25]([CH3:26])[c:27]1[cH:28][cH:29][n:30][cH:31][cH:32]1.[CH:11]([N:12]([CH2:13][CH3:14])[CH:15]([CH3:16])[CH3:17])([CH3:18])[CH3:19].[O:33]=[CH:34][N:35]([CH3:36])[CH3:37]>>[Br:1][c:2]1[cH:3][c:4]([CH2:5][N:6]([CH3:7])[C:21]([CH3:20])=[O:23])[cH:8][cH:9][cH:10]1. The product is C(C1=CC=CC=C1)C1=C(C=CC=C1)CN1C2=CC=CC(=C2C=2C(=CC=CC12)OCC(=O)O)C(N)=O ({9-[(2-benzylphenyl)methyl]-5-carbamoylcarbazol-4-yl}oxyacetic acid). Yield: 45.2%. Reported procedure: A solution of the {9-[(2-benzylphenyl)methyl]-5-carbamoylcarbazol-4-yl}oxyacetic acid, methyl ester (16.2 mg, 0.034 mM) and 0.034 mL (0.034 mM) of 1 N NaOH in 3 mL of ethanol was stirred for 16 hours at 25° C. The resultant white precipitate was collected by filtration, washed with a small amount of EtOH, then dried in vacuo to afford 7.1 mg (70%) of the {9-[(2-benzylphenyl)methyl]-5-carbamoylcarbazol-4-yl}oxyacetic acid, sodium salt as a white powder. 1H NMR (DMSO-d6) δ7.5-6.8 (m, 14H), 6.65 (d... Solvent: C(C)O (ethanol). The reactants are C(C1=CC=CC=C1)C1=C(C=CC=C1)CN1C2=CC=CC(=C2C=2C(=CC=CC12)OCC(=O)OC)C(N)=O ({9-[(2-benzylphenyl)methyl]-5-carbamoylcarbazol-4-yl}oxyacetic acid, methyl ester), [OH-].[Na+] (NaOH). As a reaction SMILES: [CH2:1]([C:8]1[CH:13]=[CH:12][CH:11]=[CH:10][C:9]=1[CH2:14][N:15]1[C:27]2[CH:26]=[CH:25][CH:24]=[C:23]([O:28][CH2:29][C:30]([O:32]C)=[O:31])[C:22]=2[C:21]2[C:16]1=[CH:17][CH:18]=[CH:19][C:20]=2[C:34](=[O:36])[NH2:35])[C:2]1[CH:7]=[CH:6][CH:5]=[CH:4][CH:3]=1.[OH-].[Na+]>C(O)C>[CH2:1]([C:8]1[CH:13]=[CH:12][CH:11]=[CH:10][C:9]=1[CH2:14][N:15]1[C:27]2[CH:26]=[CH:25][CH:24]=[C:23]([O:28][CH2:29][C:30]([OH:32])=[O:31])[C:22]=2[C:21]2[C:16]1=[CH:17][CH:18]=[CH:19][C:20]=2[C:34](=[O:36])[NH2:35])[C:2]1[CH:7]=[CH:6][CH:5]=[CH:4][CH:3]=1 |f:1.2|. Starting materials: NC1=CC=C(C(=O)O)C=C1 (4-aminobenzoic acid), C([O-])(O)=O.[Na+] (sodium bicarbonate), ClC(=O)OCC (ethyl chloroformate). Solvent: Cl (hydrochloric acid). Run at temperature 5 celsius, time 30 minute. The product is C(C)OC(=O)NC1=CC=C(C(=O)O)C=C1 (4-(Ethoxycarbonylamino)benzoic acid). As a reaction SMILES: [NH2:1][C:2]1[CH:10]=[CH:9][C:5]([C:6]([OH:8])=[O:7])=[CH:4][CH:3]=1.C(=O)(O)[O-].[Na+].Cl[C:17]([O:19][CH2:20][CH3:21])=[O:18]>Cl>[CH2:20]([O:19][C:17]([NH:1][C:2]1[CH:10]=[CH:9][C:5]([C:6]([OH:8])=[O:7])=[CH:4][CH:3]=1)=[O:18])[CH3:21] |f:1.2|. Procedure details: A mixture composed of 4-aminobenzoic acid (10 g), 1N aqueous sodium bicarbonate solution (365 cc) and ethyl chloroformate (7 cc) is left stirring for 30 minutes at 5° C. 2.5N hydrochloric acid (150 cc) is then added to the reaction mixture. The precipitate formed is separated by filtration, washed with water (3×200 cc) and dried at 40° C. under reduced pressure (0.07 kPa). 4-(Ethoxycarbonylamino)benzoic acid (13.8 g), m.p. 207° C., is obtained. Starting materials: C(=O)([O-])[O-].[Na+].[Na+] (Na2CO3), N1=CC(=CC=C1)B(O)O (3-pyridinylboronic acid), BrC1=CC=C(C=CC=O)C=C1 (4-bromocinnamaldehyde). The reagents and catalysts are C=1C=CC(=CC1)[P](C=2C=CC=CC2)(C=3C=CC=CC3)[Pd]([P](C=4C=CC=CC4)(C=5C=CC=CC5)C=6C=CC=CC6)([P](C=7C=CC=CC7)(C=8C=CC=CC8)C=9C=CC=CC9)[P](C=1C=CC=CC1)(C=1C=CC=CC1)C=1C=CC=CC1 (tetrakis(triphenylphosphine)palladium(0)). Run in CO (methanol), C1(=CC=CC=C1)C (toluene), ClCCl (dichloromethane). Yields the product N1=CC(=CC=C1)C1=CC=C(C=C1)/C=C/C=O ((E)-3-[4-(3-Pyridinyl)phenyl]-2-propenal). RXN SMILES: C([O-])([O-])=O.[Na+].[Na+].[N:7]1[CH:12]=[CH:11][CH:10]=[C:9](B(O)O)[CH:8]=1.Br[C:17]1[CH:26]=[CH:25][C:20]([CH:21]=[CH:22][CH:23]=[O:24])=[CH:19][CH:18]=1>CO.C1(C)C=CC=CC=1.ClCCl.C1C=CC([P]([Pd]([P](C2C=CC=CC=2)(C2C=CC=CC=2)C2C=CC=CC=2)([P](C2C=CC=CC=2)(C2C=CC=CC=2)C2C=CC=CC=2)[P](C2C=CC=CC=2)(C2C=CC=CC=2)C2C=CC=CC=2)(C2C=CC=CC=2)C2C=CC=CC=2)=CC=1>[N:7]1[CH:12]=[CH:11][CH:10]=[C:9]([C:17]2[CH:26]=[CH:25][C:20](/[CH:21]=[CH:22]/[CH:23]=[O:24])=[CH:19][CH:18]=2)[CH:8]=1 |f:0.1.2,^1:42,44,63,82|. Procedure details: 2M aq. Na2CO3 (1 mL) and a solution of 3-pyridinylboronic acid (148 mg, 1.20 mmol) in methanol (1 mL) were added to a solution of 4-bromocinnamaldehyde (211 mg, 1.00 mmol, prepared as described in Tetrahedron 1998, 54, 10761) and tetrakis(triphenylphosphine)palladium(0) (35 mg, 0.030 mmol) in toluene (2 mL) and the mixture was heated to reflux for 36 h. The cooled reaction mixture was diluted with dichloromethane, washed with sat. aq. NaHCO3 and brine, dried (MgSO4), and concentrated. Purificati... Reactants: C(C)(C)(C)OC(=O)NC1CN(CC1)S(=O)(=O)C=1C=2C(=CN=C(C2C=CC1)Cl)Br ((R/S)-3-(tert-Butoxycarbonylamino)-1-(1-chloro-4-bromo-5-isoquinolinesulfonyl)-pyrrolidine), C(C)(C)(C)OC(=O)NC1CN(CC1)S(=O)(=O)C=1C=2C(=CN=C(C2C=CC1)N)Cl ((R/S)-3-(tert-Butoxycarbonyl)amino-1-(1-amino-4-chloro-5-isoquinolinesulfonyl)-pyrrolidine). Yields the product NC1CN(CC1)S(=O)(=O)C=1C=2C(=CN=C(C2C=CC1)N)Br ((R/S)-3-Amino-1-(1-amino-4-bromo-5-isoquinolinesulfonyl)pyrrolidine), Cl (hydrochloride). RXN SMILES: C(OC([NH:8][CH:9]1[CH2:13][CH2:12][N:11]([S:14]([C:17]2[C:18]3[C:19]([Br:28])=[CH:20][N:21]=[C:22]([Cl:27])[C:23]=3[CH:24]=[CH:25][CH:26]=2)(=[O:16])=[O:15])[CH2:10]1)=O)(C)(C)C.C(OC([NH:36]C1CCN(S(C2C3C(Cl)=CN=C(N)C=3C=CC=2)(=O)=O)C1)=O)(C)(C)C>>[NH2:8][CH:9]1[CH2:13][CH2:12][N:11]([S:14]([C:17]2[C:18]3[C:19]([Br:28])=[CH:20][N:21]=[C:22]([NH2:36])[C:23]=3[CH:24]=[CH:25][CH:26]=2)(=[O:16])=[O:15])[CH2:10]1.[ClH:27]. Procedure details: Intermediate 29 is used in the method of Example 39, Step B instead of Intermediate 28 to obtain the title compound as hydrochloride. The reactants are Cl.C(C1=CC=CC=C1)OC=1C=C(C=CC1[N+](=O)[O-])CCN (2-(3-benzyloxy-4-nitrophenyl)ethylamine, hydrochloride). The reagents and catalysts are [Ni] (Raney nickel). Run in CO (methanol). Product: Cl.NC1=C(C=C(C=C1)CCN)OCC1=CC=CC=C1 (2-(4-Amino-3-benzyloxyphenyl)ethylamine, Hydrochloride). RXN SMILES: [ClH:1].[CH2:2]([O:9][C:10]1[CH:11]=[C:12]([CH2:19][CH2:20][NH2:21])[CH:13]=[CH:14][C:15]=1[N+:16]([O-])=O)[C:3]1[CH:8]=[CH:7][CH:6]=[CH:5][CH:4]=1>[Ni].CO>[ClH:1].[NH2:16][C:15]1[CH:14]=[CH:13][C:12]([CH2:19][CH2:20][NH2:21])=[CH:11][C:10]=1[O:9][CH2:2][C:3]1[CH:4]=[CH:5][CH:6]=[CH:7][CH:8]=1 |f:0.1,4.5|. Procedure: In the presence of Raney nickel, 3.2 g of 2-(3-benzyloxy-4-nitrophenyl)ethylamine, hydrochloride, is hydrogenated in 50 ml of methanol, thus producing, after recrystallizing the product from ethanol, 1.36 g of 2-(4-amino-3-benzyloxyphenyl)ethylamine, hydrochloride, mp 181°-184° C. The reactants are Brc1ccccc1-c1nc2ccccc2[nH]1, COS(=O)(=O)OC, [H-], [Na+], C1CCOC1. RXN SMILES: [Br:1][c:2]1[c:3](-[c:8]2[n:9][c:10]3[c:11]([nH:12]2)[cH:13][cH:14][cH:15][cH:16]3)[cH:4][cH:5][cH:6][cH:7]1.[CH3:19][O:20][S:21]([O:22][CH3:23])(=[O:24])=[O:25].[H-:17].[Na+:18].[O:26]1[CH2:27][CH2:28][CH2:29][CH2:30]1>>[Br:1][c:2]1[c:3](-[c:8]2[n:9]([CH3:19])[c:10]3[c:11]([n:12]2)[cH:13][cH:14][cH:15][cH:16]3)[cH:4][cH:5][cH:6][cH:7]1. Product: Cn1c(-c2ccccc2Br)nc2ccccc21.